From a dataset of the Open Reaction Database (ORD), a public repository of structured organic reaction records. describe an organic reaction: reactants, conditions, products, and yield RXN SMILES: [OH:1][CH2:2][CH2:3][O:4][CH:5]([N:14]1[CH:21]=[C:20]([F:22])[C:18](=[O:19])[NH:17][C:15]1=[O:16])[CH:6]=[CH:7][C:8]1[CH:13]=[CH:12][CH:11]=[CH:10][CH:9]=1.[C:23](OC(=O)C)(=[O:25])[CH3:24]>N1C=CC=CC=1>[C:23]([O:1][CH2:2][CH2:3][O:4][CH:5]([N:14]1[CH:21]=[C:20]([F:22])[C:18](=[O:19])[NH:17][C:15]1=[O:16])[CH:6]=[CH:7][C:8]1[CH:9]=[CH:10][CH:11]=[CH:12][CH:13]=1)(=[O:25])[CH3:24]. Solvent: N1=CC=CC=C1 (pyridine). Conditions: time 3 hour. Starting materials: OCCOC(C=CC1=CC=CC=C1)N1C(=O)NC(=O)C(=C1)F (1-[1-(2-hydroxyethoxy)-3-phenyl-2-propenyl]-5-fluorouracil), C(C)(=O)OC(C)=O (acetic anhydride), ice water. Reported procedure: To the solution of 1-[1-(2-hydroxyethoxy)-3-phenyl-2-propenyl]-5-fluorouracil (3 g) obtained in Example 19 in pyridine (10 ml), acetic anhydride (10 ml) was added followed by stirring at room temperature for 3 hours. The reaction mixture was poured into ice-water and extracted with chloroform. The chloroform layer was washed with water, dried and evaporated to remove chloroform. The residue was treated with a small amount of ethanol to give 2.8 g of crystalline 1-[1-(2-acetoxyethoxy)-3-phenyl-2-... Yields the product C(C)(=O)OCCOC(C=CC1=CC=CC=C1)N1C(=O)NC(=O)C(=C1)F (1-[1-(2-acetoxyethoxy)-3-phenyl-2-propenyl]-5-fluorouracil). The reactants are C1(=CC=CC=C1)C(C(=O)O)=O (phenylglyoxylic acid), N (ammonia), cupric sulfate, [OH-].[Na+] (sodium hydroxide), O=O (oxygen). Product: C(C1=CC=CC=C1)(=O)N (benzamide). The yield is 8.6%. RXN SMILES: [C:1]1([C:7](=[O:11])C(O)=O)[CH:6]=[CH:5][CH:4]=[CH:3][CH:2]=1.[NH3:12].[OH-].[Na+].O=O>>[C:7]([NH2:12])(=[O:11])[C:1]1[CH:6]=[CH:5][CH:4]=[CH:3][CH:2]=1 |f:2.3|. Procedure: A solution of 15.4 g (0.1 mole) of 97% phenylglyoxylic acid, 150 g (3 moles) of 34% pure ammonia solution, 1.75 g (0.007 mole) of pentahydrated cupric sulfate and 6 g (0.15 mole) of sodium hydroxide in pellets are heated for 1 hour at 100° C. in an oxygen atmosphere, under agitation, and with a total pressure of 8 bars. Thereafter, after cooling to the ambient temperature, the reaction medium is filtered, thereby isolating 1.05 g (0.0086 mole) of benzamide, M.p.=128°-129° C. The alkaline filtrat... The reactants are CC(C)(C)OC(=O)N=[N+]=[N-], CC(=O)NCc1ccc(CC(=O)O)s1, [Na+], C1COCCO1, [OH-]. The product is CC(C)(C)OC(=O)NCc1ccc(CC(=O)O)s1. RXN SMILES: [C:17]([CH3:18])([CH3:19])([CH3:20])[O:21][C:22](=[O:23])[N:24]=[N+:25]=[N-:26].[C:3]([NH:4][CH2:7][c:8]1[cH:9][cH:10][c:11]([CH2:13][C:14](=[O:15])[OH:16])[s:12]1)(=[O:5])[CH3:6].[Na+:2].[O:27]1[CH2:28][CH2:29][O:30][CH2:31][CH2:32]1.[OH-:1]>>[CH2:7]([c:8]1[cH:9][cH:10][c:11]([CH2:13][C:14](=[O:15])[OH:16])[s:12]1)[NH:24][C:22]([O:21][C:17]([CH3:18])([CH3:19])[CH3:20])=[O:23]. The reactants are CC(C)(C)OC(=O)N1CCn2c(cc(C#N)c2-c2ccccc2)C1, CCOC(C)=O, CN(C)C=O, NC(=O)CCC(=O)NI, O. Reaction SMILES: [C:1]([CH3:2])([CH3:3])([CH3:4])[O:5][C:6](=[O:7])[N:8]1[CH2:9][c:10]2[n:11]([c:14](-[c:19]3[cH:20][cH:21][cH:22][cH:23][cH:24]3)[c:15]([C:17]#[N:18])[cH:16]2)[CH2:12][CH2:13]1.[CH3:35][CH2:36][O:37][C:38](=[O:39])[CH3:40].[CH3:41][N:42]([CH3:43])[CH:44]=[O:45].[I:25][NH:26][C:27](=[O:28])[CH2:29][CH2:30][C:31]([NH2:32])=[O:33].[OH2:34]>>[C:1]([CH3:2])([CH3:3])([CH3:4])[O:5][C:6](=[O:7])[N:8]1[CH2:9][c:10]2[n:11]([c:14](-[c:19]3[cH:20][cH:21][cH:22][cH:23][cH:24]3)[c:15]([C:17]#[N:18])[c:16]2[I:25])[CH2:12][CH2:13]1. Product: CC(C)(C)OC(=O)N1CCn2c(c(I)c(C#N)c2-c2ccccc2)C1. Reaction SMILES: [CH2:3]([CH2:4][CH2:5][CH3:6])[c:7]1[n:8]([CH2:21][c:22]2[cH:23][cH:24][c:25](-[c:28]3[c:29]([C:34](=[O:35])[OH:36])[cH:30][cH:31][cH:32][cH:33]3)[cH:26][cH:27]2)[c:9]([C:16](=[O:17])[O:18][CH2:19][CH3:20])[c:10]([S:12][CH2:13][CH2:14][F:15])[n:11]1.[CH3:37][CH2:38][OH:39].[Na+:2].[OH-:1]>>[CH2:3]([CH2:4][CH2:5][CH3:6])[c:7]1[n:8]([CH2:21][c:22]2[cH:23][cH:24][c:25](-[c:28]3[c:29]([C:34](=[O:35])[OH:36])[cH:30][cH:31][cH:32][cH:33]3)[cH:26][cH:27]2)[c:9]([C:16](=[O:17])[OH:18])[c:10]([S:12][CH2:13][CH2:14][F:15])[n:11]1. The product is CCCCc1nc(SCCF)c(C(=O)O)n1Cc1ccc(-c2ccccc2C(=O)O)cc1. Reactants: CCCCc1nc(SCCF)c(C(=O)OCC)n1Cc1ccc(-c2ccccc2C(=O)O)cc1, CCO, [Na+], [OH-]. Reactants: ice water, FC1=CC=C(C=C1)[C@@H](CCCCCC(=O)OC)C1=C(C(=C(C=C1C)C)C)O (methyl (R)-7-(4-fluorophenyl)-7-(2-hydroxy-3,4,6-trimethylphenyl)heptanoate), COC(Cl)Cl (dichloromethyl methyl ether). Reagents/catalysts: [Ti](Cl)(Cl)(Cl)Cl (titanium tetrachloride). Solvent: ClCCl (dichloromethane), ClCCl (dichloromethane). Run at time 30 minute. Yields the product FC1=CC=C(C=C1)[C@@H](CCCCCC(=O)OC)C1=C(C(=C(C(=C1O)C)C)C=O)C (methyl (R)-7-(4-fluorophenyl)-7-(3-formyl-6-hydroxy-2,4,5-trimethylphenyl)heptanoate). RXN SMILES: [F:1][C:2]1[CH:7]=[CH:6][C:5]([C@H:8]([C:18]2[C:23]([CH3:24])=[CH:22][C:21]([CH3:25])=[C:20]([CH3:26])[C:19]=2[OH:27])[CH2:9][CH2:10][CH2:11][CH2:12][CH2:13][C:14]([O:16][CH3:17])=[O:15])=[CH:4][CH:3]=1.[CH3:28][O:29]C(Cl)Cl>ClCCl.[Ti](Cl)(Cl)(Cl)Cl>[F:1][C:2]1[CH:7]=[CH:6][C:5]([C@H:8]([C:18]2[C:19]([OH:27])=[C:20]([CH3:26])[C:21]([CH3:25])=[C:22]([CH:28]=[O:29])[C:23]=2[CH3:24])[CH2:9][CH2:10][CH2:11][CH2:12][CH2:13][C:14]([O:16][CH3:17])=[O:15])=[CH:4][CH:3]=1. Procedure details: To a solution of methyl (R)-7-(4-fluorophenyl)-7-(2-hydroxy-3,4,6-trimethylphenyl)heptanoate (0.8 g, 2.1 mmol) and dichloromethyl methyl ether (0.62 ml) in dichloromethane (10 ml) was added dropwise a solution of titanium tetrachloride (0.76 ml) in dichloromethane (3 ml) under argon atmosphere while maintaining the temperatures of the reaction mixture at a range from -10 ° C. to -12° C. The reaction mixture was then stirred for 30 minutes at the same temperature range. The reaction mixture was t... Reactants: N#Cc1ccc(N(CC(=O)O)CC(F)(F)F)cc1C#N, CCN. Product: CCNC(=O)CN(CC(F)(F)F)c1ccc(C#N)c(C#N)c1. Reaction SMILES: [C:1](#[N:2])[c:3]1[cH:4][c:5]([N:11]([CH2:12][C:13](=[O:14])[OH:15])[CH2:16][C:17]([F:18])([F:19])[F:20])[cH:6][cH:7][c:8]1[C:9]#[N:10].[CH3:21][CH2:22][NH2:23]>>[C:1](#[N:2])[c:3]1[cH:4][c:5]([N:11]([CH2:12][C:13](=[O:15])[NH:23][CH2:22][CH3:21])[CH2:16][C:17]([F:18])([F:19])[F:20])[cH:6][cH:7][c:8]1[C:9]#[N:10].